Dataset: the Open Reaction Database (ORD), a public repository of structured organic reaction records. Task: describe an organic reaction: reactants, conditions, products, and yield Reactants: ClC=1C(=CC2=C(SC(=C2)CCC)C1Cl)OC (6,7-dichoro-5-methoxy-2-n-propylbenzo[b]thiophene), Cl.N1=CC=CC=C1 (pyridine hydrochloride). Solvent: O (water). The product is ClC=1C(=CC2=C(SC(=C2)CCC)C1Cl)O (6,7-dichloro-5-hydroxy-2-n-propylbenzo[b]thiophene). Yield: 56.3%. Reaction SMILES: [Cl:1][C:2]1[C:3]([O:15]C)=[CH:4][C:5]2[CH:9]=[C:8]([CH2:10][CH2:11][CH3:12])[S:7][C:6]=2[C:13]=1[Cl:14].Cl.N1C=CC=CC=1>O>[Cl:1][C:2]1[C:3]([OH:15])=[CH:4][C:5]2[CH:9]=[C:8]([CH2:10][CH2:11][CH3:12])[S:7][C:6]=2[C:13]=1[Cl:14] |f:1.2|. Reported procedure: A mixture of 29 g of 6,7-dichoro-5-methoxy-2-n-propylbenzo[b]thiophene and 280 g of pyridine hydrochloride is heated at 190° for 5 hrs and allowed to cool. The reaction mixture is poured into 300 ml of water and extracted with three 33-ml portions of ether. The ether extracts are washed with 500 ml of 2N hydrochloric acid, water, dried over anhydrous magnesium sulfate-charcoal, filtered and evaporated to give an oil. Crystallization of the oil with hexane followed by recrystallization from hexan... Reactants: BrC1=CC(=C(C(=O)OC)C=C1)O (methyl 4-bromo-2-hydroxybenzoate), C1(CCCCC1)P(C1=C(C=CC=C1)C1=C(C=CC=C1OC)OC)C1CCCCC1 (2-dicyclohexylphosphino-2′,6′-dimethoxybiphenyl), C1(CC1)B(O)O (cyclopropylboronic acid), C([O-])([O-])=O.[Na+].[Na+] (sodium carbonate). Reagents/catalysts: C=1C=CC(=CC1)/C=C/C(=O)/C=C/C2=CC=CC=C2.C=1C=CC(=CC1)/C=C/C(=O)/C=C/C2=CC=CC=C2.C=1C=CC(=CC1)/C=C/C(=O)/C=C/C2=CC=CC=C2.[Pd].[Pd] (tris(dibenzylideneacetone)dipalladium(0)). The solvent is C1(=CC=CC=C1)C (toluene), C(C)(=O)OCC (ethyl acetate). Run at temperature 100 celsius, time 8 hour. Yields the product C1(CC1)C1=CC(=C(C(=O)OC)C=C1)O (methyl 4-cyclopropyl-2-hydroxybenzoate). Isolated yield 725.4%. RXN SMILES: Br[C:2]1[CH:11]=[CH:10][C:5]([C:6]([O:8][CH3:9])=[O:7])=[C:4]([OH:12])[CH:3]=1.C1(P(C2CCCCC2)[C:20]2C=CC=C[C:21]=2[C:26]2C(OC)=CC=CC=2OC)CCCCC1.C1(B(O)O)CC1.C(=O)([O-])[O-].[Na+].[Na+]>C1(C)C=CC=CC=1.C(OCC)(=O)C.C1C=CC(/C=C/C(/C=C/C2C=CC=CC=2)=O)=CC=1.C1C=CC(/C=C/C(/C=C/C2C=CC=CC=2)=O)=CC=1.C1C=CC(/C=C/C(/C=C/C2C=CC=CC=2)=O)=CC=1.[Pd].[Pd]>[CH:26]1([C:2]2[CH:11]=[CH:10][C:5]([C:6]([O:8][CH3:9])=[O:7])=[C:4]([OH:12])[CH:3]=2)[CH2:21][CH2:20]1 |f:3.4.5,8.9.10.11.12|. Reported procedure: To a solution of methyl 4-bromo-2-hydroxybenzoate (3.00 g) in toluene (30.0 mL) were added tris(dibenzylideneacetone)dipalladium(0) (0.60 g), 2-dicyclohexylphosphino-2′,6′-dimethoxybiphenyl (0.53 g), cyclopropylboronic acid (2.79 g) and sodium carbonate (3.44 g), and the mixture was stirred overnight at 100° C. under argon atmosphere. The reaction mixture was diluted with ethyl acetate, and the mixture was washed with water and saturated brine. The organic layer was dried over anhydrous sodium s...